This data is from the Open Reaction Database (ORD), a public repository of structured organic reaction records. The task is: describe an organic reaction: reactants, conditions, products, and yield Starting materials: ClC1=C(C(=O)O)C=CC=C1 (2-chlorobenzoic acid), FC(C1=NC=C(C=N1)C(CN)CC1(CC1)C(F)(F)F)F (2-(2-(difluoromethyl)pyrimidin-5-yl)-3-(1-(trifluoromethyl)cyclopropyl)propan-1-amine). Product: ClC1=C(C(=O)NCC(CC2(CC2)C(F)(F)F)C=2C=NC(=NC2)C(F)F)C=CC=C1 ((+)-2-Chloro-N-(2-(2-(difluoromethyl)pyrimidin-5-yl)-3-(1-(trifluoromethyl)cyclopropyl)propyl)benzamide). Reaction SMILES: [Cl:1][C:2]1[CH:10]=[CH:9][CH:8]=[CH:7][C:3]=1[C:4]([OH:6])=O.[F:11][CH:12]([F:30])[C:13]1[N:18]=[CH:17][C:16]([CH:19]([CH2:22][C:23]2([C:26]([F:29])([F:28])[F:27])[CH2:25][CH2:24]2)[CH2:20][NH2:21])=[CH:15][N:14]=1>>[Cl:1][C:2]1[CH:10]=[CH:9][CH:8]=[CH:7][C:3]=1[C:4]([NH:21][CH2:20][CH:19]([C:16]1[CH:15]=[N:14][C:13]([CH:12]([F:30])[F:11])=[N:18][CH:17]=1)[CH2:22][C:23]1([C:26]([F:29])([F:27])[F:28])[CH2:25][CH2:24]1)=[O:6]. Procedure details: The racemic mixture which was prepared in a similar manner to example 3a from 2-chlorobenzoic acid and 2-(2-(difluoromethyl)pyrimidin-5-yl)-3-(1-(trifluoromethyl)cyclopropyl)propan-1-amine was separated into the two enantiomers by preparative SFC to yield the title compound. LCMS (MH+): m/z=434.0, tR (minutes, Method F)=2.42. [α]D20=+25.30 (c=3.75 mg/mL,CHCl3) The reactants are BrC=1C=CC(=C(C(=O)Cl)C1)Cl (5-bromo-2-chloro-benzoyl chloride), FC1=CC=C(C=C1)C=1SC=CC1 (2-(4-fluorophenyl)thiophene), [Al+3].[Cl-].[Cl-].[Cl-] (AlCl3). Run in C(Cl)Cl (methylene chloride). Run at temperature -10 celsius, time 30 minute. Product: BrC=1C=CC(=C(C1)C(=O)C=1SC(=CC1)C1=CC=C(C=C1)F)Cl ((5-bromo-2-chloro-phenyl)-[5-(4-fluorophenyl)-2-thienyl]methanone). The yield is 37.9%. Reaction SMILES: [Al+3].[Cl-].[Cl-].[Cl-].[Br:5][C:6]1[CH:7]=[CH:8][C:9]([Cl:15])=[C:10]([CH:14]=1)[C:11](Cl)=[O:12].[F:16][C:17]1[CH:22]=[CH:21][C:20]([C:23]2[S:24][CH:25]=[CH:26][CH:27]=2)=[CH:19][CH:18]=1>C(Cl)Cl>[Br:5][C:6]1[CH:7]=[CH:8][C:9]([Cl:15])=[C:10]([C:11]([C:25]2[S:24][C:23]([C:20]3[CH:21]=[CH:22][C:17]([F:16])=[CH:18][CH:19]=3)=[CH:27][CH:26]=2)=[O:12])[CH:14]=1 |f:0.1.2.3|. Reported procedure: AlCl3 (1.5 g, 11 mmol) was dissolved in 10 mL methylene chloride and cooled to −10° C., followed by addition of 5-bromo-2-chloro-benzoyl chloride 2a (2.54 g, 10 mmol) and 2-(4-fluorophenyl)thiophene 9b (1.78 g, 10 mmol). The reaction mixture was stirred for 30 minutes and then warmed to room temperature and stirred for another 16 hours. Thereafter, the reaction mixture was cooled to −10° C. The reaction mixture was extracted with ethyl acetate (50 mL×2) after a small amount of water and 20 mL 1 ... The reactants are CCOC(C)=O, Cc1c(NC(C(=O)NNC(=O)c2ccccc2)C(C)O)ccc(C#N)c1Cl, Cc1c(NC(C(=O)O)C(C)O)ccc(C#N)c1Cl, NNC(=O)c1cccc(O)c1. Yields the product Cc1c(NC(C(=O)NNC(=O)c2cccc(O)c2)C(C)O)ccc(C#N)c1Cl. RXN SMILES: [CH3:57][CH2:58][O:59][C:60]([CH3:61])=[O:62].[Cl:1][c:2]1[c:3]([CH3:27])[c:4]([NH:10][CH:11]([C:12](=[O:13])[NH:14][NH:15][C:16]([c:17]2[cH:18][cH:19][cH:20][cH:21][cH:22]2)=[O:23])[CH:24]([CH3:25])[OH:26])[cH:5][cH:6][c:7]1[C:8]#[N:9].[Cl:28][c:29]1[c:30]([CH3:31])[c:32]([NH:33][CH:34]([CH:35]([OH:36])[CH3:37])[C:38]([OH:39])=[O:40])[cH:41][cH:42][c:43]1[C:44]#[N:45].[OH:46][c:47]1[cH:48][c:49]([C:53]([NH:54][NH2:55])=[O:56])[cH:50][cH:51][cH:52]1>>[Cl:1][c:2]1[c:3]([CH3:27])[c:4]([NH:10][CH:11]([C:12](=[O:13])[NH:14][NH:15][C:16]([c:17]2[cH:18][cH:19][cH:20][c:21]([OH:40])[cH:22]2)=[O:23])[CH:24]([CH3:25])[OH:26])[cH:5][cH:6][c:7]1[C:8]#[N:9].